From a dataset of the Open Reaction Database (ORD), a public repository of structured organic reaction records. describe an organic reaction: reactants, conditions, products, and yield Reactants: C1N2CN3CN1CN(C2)C3, Cl, O=C(O)c1cc(Cl)ccc1O, O=C(O)C(F)(F)F. The product is O=Cc1cc(Cl)cc(C(=O)O)c1O. Reaction SMILES: [CH2:12]1[N:13]2[CH2:14][N:15]3[CH2:16][N:17]([CH2:18]2)[CH2:19][N:20]1[CH2:21]3.[ClH:22].[OH:1][C:2](=[O:3])[c:4]1[cH:5][c:6]([Cl:7])[cH:8][cH:9][c:10]1[OH:11].[OH:23][C:24]([C:25]([F:26])([F:27])[F:28])=[O:29]>>[OH:1][C:2](=[O:3])[c:4]1[cH:5][c:6]([Cl:7])[cH:8][c:9]([CH:24]=[O:23])[c:10]1[OH:11]. Procedure details: In the manner described in example 3, 2-bromophenylacetic acid is condensed with 2-methoxy-4-nitroaniline to yield 2-[(2-methoxy-4-nitrophenyl)amino]phenylacetic acid. Starting materials: BrC1=C(C=CC=C1)CC(=O)O (2-bromophenylacetic acid), COC1=C(N)C=CC(=C1)[N+](=O)[O-] (2-methoxy-4-nitroaniline). Reaction SMILES: Br[C:2]1[CH:7]=[CH:6][CH:5]=[CH:4][C:3]=1[CH2:8][C:9]([OH:11])=[O:10].[CH3:12][O:13][C:14]1[CH:20]=[C:19]([N+:21]([O-:23])=[O:22])[CH:18]=[CH:17][C:15]=1[NH2:16]>>[CH3:12][O:13][C:14]1[CH:20]=[C:19]([N+:21]([O-:23])=[O:22])[CH:18]=[CH:17][C:15]=1[NH:16][C:2]1[CH:7]=[CH:6][CH:5]=[CH:4][C:3]=1[CH2:8][C:9]([OH:11])=[O:10]. Yields the product COC1=C(C=CC(=C1)[N+](=O)[O-])NC1=C(C=CC=C1)CC(=O)O (2-[(2-methoxy-4-nitrophenyl)amino]phenylacetic acid). The reactants are CCN(C(C)C)C(C)C, ClC(Cl)Cl, Cl, Cl, COc1ccc(CN2C(=O)N(C(=O)Oc3ccc([N+](=O)[O-])cc3)C(c3ccc(F)c(F)c3)c3ccccc32)cc1, N#Cc1ccccc1C1(C#N)CCN(CCCN)CC1. The product is COc1ccc(CN2C(=O)N(C(=O)NCCCN3CCC(C#N)(c4ccccc4C#N)CC3)C(c3ccc(F)c(F)c3)c3ccccc32)cc1. Reaction SMILES: [CH:63]([N:64]([CH:65]([CH3:66])[CH3:67])[CH2:68][CH3:69])([CH3:70])[CH3:71].[Cl:72][CH:73]([Cl:74])[Cl:75].[ClH:41].[ClH:42].[F:1][c:2]1[cH:3][c:4]([CH:9]2[N:10]([C:29](=[O:30])[O:31][c:32]3[cH:33][cH:34][c:35]([N+:36]([O-:37])=[O:38])[cH:39][cH:40]3)[C:11](=[O:28])[N:12]([CH2:19][c:20]3[cH:21][cH:22][c:23]([O:26][CH3:27])[cH:24][cH:25]3)[c:13]3[cH:14][cH:15][cH:16][cH:17][c:18]32)[cH:5][cH:6][c:7]1[F:8].[NH2:43][CH2:44][CH2:45][CH2:46][N:47]1[CH2:48][CH2:49][C:50]([C:53]#[N:54])([c:55]2[c:56]([C:61]#[N:62])[cH:57][cH:58][cH:59][cH:60]2)[CH2:51][CH2:52]1>>[F:1][c:2]1[cH:3][c:4]([CH:9]2[N:10]([C:29](=[O:30])[NH:43][CH2:44][CH2:45][CH2:46][N:47]3[CH2:48][CH2:49][C:50]([C:53]#[N:54])([c:55]4[c:56]([C:61]#[N:62])[cH:57][cH:58][cH:59][cH:60]4)[CH2:51][CH2:52]3)[C:11](=[O:28])[N:12]([CH2:19][c:20]3[cH:21][cH:22][c:23]([O:26][CH3:27])[cH:24][cH:25]3)[c:13]3[cH:14][cH:15][cH:16][cH:17][c:18]32)[cH:5][cH:6][c:7]1[F:8]. Reactants: CC(C)C[Al+]CC(C)C, COC(=O)c1cc(OCc2nc(-c3ccccc3)sc2C)no1, [H-], C1CCOC1. The product is Cc1sc(-c2ccccc2)nc1COc1cc(CO)on1. Reaction SMILES: [CH2:25]([Al+:26][CH2:27][CH:28]([CH3:29])[CH3:30])[CH:31]([CH3:32])[CH3:33].[CH3:1][c:2]1[c:3]([CH2:13][O:14][c:15]2[n:16][o:17][c:18]([C:20](=[O:21])[O:22][CH3:23])[cH:19]2)[n:4][c:5](-[c:7]2[cH:8][cH:9][cH:10][cH:11][cH:12]2)[s:6]1.[H-:24].[O:34]1[CH2:35][CH2:36][CH2:37][CH2:38]1>>[CH3:1][c:2]1[c:3]([CH2:13][O:14][c:15]2[n:16][o:17][c:18]([CH2:20][OH:21])[cH:19]2)[n:4][c:5](-[c:7]2[cH:8][cH:9][cH:10][cH:11][cH:12]2)[s:6]1. Reactants: Brc1ccc(Br)cc1, CC(C)(C)OC(=O)Nc1ccc(B(O)O)cc1, O=C([O-])[O-], COCCOC, CCOC(C)=O, [K+], [K+]. The product is CC(C)(C)OC(=O)Nc1ccc(-c2ccc(Br)cc2)cc1. As a reaction SMILES: [Br:18][c:19]1[cH:20][cH:21][c:22]([Br:25])[cH:23][cH:24]1.[C:1]([CH3:2])([CH3:3])([CH3:4])[O:5][C:6](=[O:7])[NH:8][c:9]1[cH:10][cH:11][c:12]([B:15]([OH:16])[OH:17])[cH:13][cH:14]1.[C:26](=[O:27])([O-:28])[O-:29].[CH3:32][O:33][CH2:34][CH2:35][O:36][CH3:37].[CH3:38][CH2:39][O:40][C:41](=[O:42])[CH3:43].[K+:30].[K+:31]>>[C:1]([CH3:2])([CH3:3])([CH3:4])[O:5][C:6](=[O:7])[NH:8][c:9]1[cH:10][cH:11][c:12](-[c:22]2[cH:21][cH:20][c:19]([Br:18])[cH:24][cH:23]2)[cH:13][cH:14]1. As a reaction SMILES: N(OC(C)(C)C)=O.[CH2:8]([O:10][C:11]([C:13]1[CH:17]=[C:16]([C:18]2[CH:23]=[CH:22][CH:21]=[CH:20][CH:19]=2)[S:15][C:14]=1N)=[O:12])[CH3:9]>[Cu](Cl)Cl.[Cl-].[NH4+]>[CH2:8]([O:10][C:11]([C:13]1[CH:17]=[C:16]([C:18]2[CH:23]=[CH:22][CH:21]=[CH:20][CH:19]=2)[S:15][CH:14]=1)=[O:12])[CH3:9] |f:3.4|. Product: C(C)OC(=O)C1=CSC(=C1)C1=CC=CC=C1 (5-phenyl-thiophene-3-carboxylic acid ethyl ester). Reported procedure: Anhydrous copper (II) chloride (4 g, 0.03 mol) and tert-butyl nitrite (1.9 mL, 0.019 mol) were dissolved in IMS (100 mL) then treated with 2-amino-5-phenyl-thiophene-3-carboxylic acid ethyl ester (2 g, 8.097 mmol). After 30 minutes saturated aqueous ammonium chloride (20 mL) was added and the mixture left for a further 30 minutes. The resultant precipitate was filtered off and the filtrate was concentrated, washed with DCM, dried and concentrated to give a dark oil which was purified by column c... Run in IMS, [Cl-].[NH4+] (ammonium chloride). Conditions: time 30 minute. The reagents and catalysts are [Cu](Cl)Cl (copper (II) chloride). Starting materials: N(=O)OC(C)(C)C (tert-butyl nitrite), C(C)OC(=O)C1=C(SC(=C1)C1=CC=CC=C1)N (2-amino-5-phenyl-thiophene-3-carboxylic acid ethyl ester). Yield: 73.4%. Reactants: C(C)OC(=O)C1(CC1)C1=CC=C(C=C1)C1=CC=C(C=C1)C1=C(C(=NO1)C)CCC(=O)O (1-{4′-[4-(2-carboxy-ethyl)-3-methyl-isoxazol-5-yl]-biphenyl-4-yl}-cyclopropanecarboxylic acid ethyl ester), N1CCCC1 (pyrrolidine). Product: C(C)OC(=O)C1(CC1)C1=CC=C(C=C1)C1=CC=C(C=C1)C1=C(C(=NO1)C)CCC(N1CCCC1)=O (1-{4′-[3-Methyl-4-(3-oxo-3-pyrrolidin-1-yl-propyl)-isoxazol-5-yl]-biphenyl-4-yl}-cyclopropanecarboxylic acid ethyl ester). Reaction SMILES: [CH2:1]([O:3][C:4]([C:6]1([C:9]2[CH:14]=[CH:13][C:12]([C:15]3[CH:20]=[CH:19][C:18]([C:21]4[O:25][N:24]=[C:23]([CH3:26])[C:22]=4[CH2:27][CH2:28][C:29]([OH:31])=O)=[CH:17][CH:16]=3)=[CH:11][CH:10]=2)[CH2:8][CH2:7]1)=[O:5])[CH3:2].[NH:32]1[CH2:36][CH2:35][CH2:34][CH2:33]1>>[CH2:1]([O:3][C:4]([C:6]1([C:9]2[CH:14]=[CH:13][C:12]([C:15]3[CH:20]=[CH:19][C:18]([C:21]4[O:25][N:24]=[C:23]([CH3:26])[C:22]=4[CH2:27][CH2:28][C:29](=[O:31])[N:32]4[CH2:36][CH2:35][CH2:34][CH2:33]4)=[CH:17][CH:16]=3)=[CH:11][CH:10]=2)[CH2:7][CH2:8]1)=[O:5])[CH3:2]. Procedure details: Prepared according to the procedure described in Example 33, Step 4, using 1-{4′-[4-(2-carboxy-ethyl)-3-methyl-isoxazol-5-yl]-biphenyl-4-yl}-cyclopropanecarboxylic acid ethyl ester and pyrrolidine. The reactants are ice water, C1(=CC=CC=C1)C(C(=O)N1CC2=CC=C(C(=C2CC1C(=O)OCC)O)OC)C1=CC=CC=C1 ((RS)-2-(Diphenylacetyl)-1,2,3,4-tetrahydro-5-hydroxy-6-methoxy-3-isoquinolinecarboxylic acid, ethyl ester), C(=O)(OC)C1=CC=C(CBr)C=C1 (4-carbomethoxybenzyl bromide), C([O-])([O-])=O.[Na+].[Na+] (sodium carbonate). Run in CN(C)C=O (DMF). Reaction conditions: time 5 minute. Product: C(=O)(OC)C1=CC=C(C=C1)COC1=C2CC(N(CC2=CC=C1OC)C(C(C1=CC=CC=C1)C1=CC=CC=C1)=O)C(=O)OCC ((RS)-5-[(4-Carbomethoxyphenyl)methoxy]-2-(diphenyacetyl)-1,2,3,4-tetrahydro-6-methoxy-3-isoquinolinecarboxylic acid, ethyl ester). As a reaction SMILES: [C:1]1([CH:7]([C:28]2[CH:33]=[CH:32][CH:31]=[CH:30][CH:29]=2)[C:8]([N:10]2[CH:19]([C:20]([O:22][CH2:23][CH3:24])=[O:21])[CH2:18][C:17]3[C:12](=[CH:13][CH:14]=[C:15]([O:26][CH3:27])[C:16]=3[OH:25])[CH2:11]2)=[O:9])[CH:6]=[CH:5][CH:4]=[CH:3][CH:2]=1.[C:34]([C:38]1[CH:45]=[CH:44][C:41]([CH2:42]Br)=[CH:40][CH:39]=1)([O:36][CH3:37])=[O:35].C(=O)([O-])[O-].[Na+].[Na+]>CN(C=O)C>[C:34]([C:38]1[CH:45]=[CH:44][C:41]([CH2:42][O:25][C:16]2[C:15]([O:26][CH3:27])=[CH:14][CH:13]=[C:12]3[C:17]=2[CH2:18][CH:19]([C:20]([O:22][CH2:23][CH3:24])=[O:21])[N:10]([C:8](=[O:9])[CH:7]([C:1]2[CH:2]=[CH:3][CH:4]=[CH:5][CH:6]=2)[C:28]2[CH:29]=[CH:30][CH:31]=[CH:32][CH:33]=2)[CH2:11]3)=[CH:40][CH:39]=1)([O:36][CH3:37])=[O:35] |f:2.3.4|. Procedure: A mixture of 0.89 g (0.002 mole) of the compound from Example 31, 0.69 g (0.003 mole) of 4-carbomethoxybenzyl bromide (Aldrich), 5.0 g of powdered anhydrous sodium carbonate, and 5 mL of DMF is heated at reflux, with stirring, for 5 minutes. The cooled mixture is treated with 50 mL of ice water. The precipitated product is extracted into 150 mL of ether. The solution is dried (magnesium sulfate) and concentrated; wt. of amorphous solid 1.20 g; mass spectrum (CI) 594 (M+).